This data is from the Open Reaction Database (ORD), a public repository of structured organic reaction records. The task is: describe an organic reaction: reactants, conditions, products, and yield Reactants: O=C1N(CCC1)C(C(=O)NC1=CC=C(C(=O)OC(C)(C)C)C=C1)C (tert-butyl 4-(2-(2-oxopyrrolidin-1-yl)propanamido)benzoate), C(=O)(C(F)(F)F)O (TFA). Run in C(Cl)Cl (DCM). Reaction conditions: time 3 hour. Yields the product O=C1N(CCC1)C(C(=O)NC1=CC=C(C(=O)O)C=C1)C (4-(2-(2-oxopyrrolidin-1-yl)propanamido)benzoic acid). RXN SMILES: [O:1]=[C:2]1[CH2:6][CH2:5][CH2:4][N:3]1[CH:7]([CH3:24])[C:8]([NH:10][C:11]1[CH:23]=[CH:22][C:14]([C:15]([O:17]C(C)(C)C)=[O:16])=[CH:13][CH:12]=1)=[O:9].C(O)(C(F)(F)F)=O>C(Cl)Cl>[O:1]=[C:2]1[CH2:6][CH2:5][CH2:4][N:3]1[CH:7]([CH3:24])[C:8]([NH:10][C:11]1[CH:23]=[CH:22][C:14]([C:15]([OH:17])=[O:16])=[CH:13][CH:12]=1)=[O:9]. Procedure: To the above ester in DCM (26 mL) was added TFA (8.7 mL) and stirred at room temperature. After 3 hours, the reaction mixture was concentrated and treated with Et2O. The solid formed was then filtered and washed with ether and dried to give 4-(2-(2-oxopyrrolidin-1-yl)propanamido)benzoic acid. Starting materials: CC#N, ClCCl, Cc1c(Cl)nnc(I)c1C, N#C[Cu]C#N. Yields the product Cc1c(Cl)nnc(C#N)c1C. Reaction SMILES: [CH3:19][C:20]#[N:21].[Cl:16][CH2:17][Cl:18].[Cl:1][c:2]1[n:3][n:4][c:5]([I:10])[c:6]([CH3:9])[c:7]1[CH3:8].[Cu:11]([C:12]#[N:13])[C:14]#[N:15]>>[Cl:1][c:2]1[n:3][n:4][c:5]([C:12]#[N:13])[c:6]([CH3:9])[c:7]1[CH3:8]. The reactants are ClC1=CC(=CC=C1)C(=O)OO (m-chloroperbenzoic acid), COC1=C(C(=C(C(=C1)C)OC)C)C (1,4-dimethoxy-2,3,5-trimethylbenzene). Run in C(Cl)Cl (methylene chloride), C(Cl)Cl (methylene chloride). Run at time 30 minute. The product is COC1=C(C(=C(C(=C1C)C)OC)C)O (2,5-Dimethoxy-3,4,6-trimethylphenol). Isolated yield 26.0%. As a reaction SMILES: ClC1C=CC=C(C(OO)=[O:9])C=1.[CH3:12][O:13][C:14]1[CH:19]=[C:18]([CH3:20])[C:17]([O:21][CH3:22])=[C:16]([CH3:23])[C:15]=1[CH3:24]>C(Cl)Cl>[CH3:12][O:13][C:14]1[C:15]([CH3:24])=[C:16]([CH3:23])[C:17]([O:21][CH3:22])=[C:18]([CH3:20])[C:19]=1[OH:9]. Procedure: A solution of 9.4 g of m-chloroperbenzoic acid (70% purity) in 100 ml of methylene chloride was added dropwise, whilst ice-cooling, to a solution of 4.6 g of 1,4-dimethoxy-2,3,5-trimethylbenzene in 20 ml of methylene chloride, and the resulting mixture was stirred at the same temperature for 30 minutes and then at room temperature for 5 hours. At the end of this time, the reaction mixture was washed with a 5% w/v aqueous solution of sodium hydrogensulfite, with a 5% w/v aqueous solution of sodiu... Product: [N+](=O)([O-])C1=CC=C(COC(=O)NCC(=O)N2CCNCC2)C=C1 (1-(2-(p-nitrobenzyloxycarbonyl)aminoacetyl)piperazine). Reactants: COC1=CC=C(COC(=O)N2CCN(CC2)C(CNC(=O)OCC2=CC=C(C=C2)[N+](=O)[O-])=O)C=C1 (1-(p-methoxybenzyloxycarbonyl)-4-(2-(p-nitrobenzyloxycarbonyl)aminoacetyl)piperazine), C1(=CC=CC=C1)OC (anisole). The solvent is FC(C(=O)O)(F)F (trifluoroacetic acid). As a reaction SMILES: COC1C=CC(COC([N:11]2[CH2:16][CH2:15][N:14]([C:17](=[O:33])[CH2:18][NH:19][C:20]([O:22][CH2:23][C:24]3[CH:29]=[CH:28][C:27]([N+:30]([O-:32])=[O:31])=[CH:26][CH:25]=3)=[O:21])[CH2:13][CH2:12]2)=O)=CC=1.C1(OC)C=CC=CC=1>FC(F)(F)C(O)=O>[N+:30]([C:27]1[CH:26]=[CH:25][C:24]([CH2:23][O:22][C:20]([NH:19][CH2:18][C:17]([N:14]2[CH2:13][CH2:12][NH:11][CH2:16][CH2:15]2)=[O:33])=[O:21])=[CH:29][CH:28]=1)([O-:32])=[O:31]. Isolated yield 98.9%. Reported procedure: To 3.74 g of 1-(p-methoxybenzyloxycarbonyl)-4-(2-(p-nitrobenzyloxycarbonyl)aminoacetyl)piperazine were added 4.17 ml of anisole and, with cooling on an ice bath, 20 ml of trifluoroacetic acid, followed by 1 hour of reaction at room temperature. After removing trifluoroacetic acid by evaporation under a reduced pressure, the residue was adjusted to basic with a sodium hydroxide aqueous solution and extracted with chloroform, and an organic layer was washed with water and dried over sodium sulfate... RXN SMILES: [CH3:1][O:2][C:3]1[C:9]([O:10][CH3:11])=[C:8]([OH:12])[C:7]([CH3:13])=[C:6]([CH2:14][CH2:15][CH2:16][CH2:17][CH2:18][CH2:19][CH2:20][CH2:21][CH2:22][CH2:23][O:24][C:25]([C:38]2[CH:43]=[CH:42][CH:41]=[CH:40][CH:39]=2)([C:32]2[CH:37]=[CH:36][CH:35]=[CH:34][CH:33]=2)[C:26]2[CH:31]=[CH:30][CH:29]=[CH:28][CH:27]=2)[C:4]=1[OH:5].[C:44]([Si:48](Cl)([C:55]1[CH:60]=[CH:59][CH:58]=[CH:57][CH:56]=1)[C:49]1[CH:54]=[CH:53][CH:52]=[CH:51][CH:50]=1)([CH3:47])([CH3:46])[CH3:45].N1C=CN=C1>ClCCl>[Si:48]([O:12][C:8]1[C:7]([CH3:13])=[C:6]([CH2:14][CH2:15][CH2:16][CH2:17][CH2:18][CH2:19][CH2:20][CH2:21][CH2:22][CH2:23][O:24][C:25]([C:32]2[CH:33]=[CH:34][CH:35]=[CH:36][CH:37]=2)([C:26]2[CH:27]=[CH:28][CH:29]=[CH:30][CH:31]=2)[C:38]2[CH:43]=[CH:42][CH:41]=[CH:40][CH:39]=2)[C:4]([OH:5])=[C:3]([O:2][CH3:1])[C:9]=1[O:10][CH3:11])([C:44]([CH3:47])([CH3:46])[CH3:45])([C:55]1[CH:56]=[CH:57][CH:58]=[CH:59][CH:60]=1)[C:49]1[CH:54]=[CH:53][CH:52]=[CH:51][CH:50]=1. Run at temperature 40 celsius, time 21 hour. The solvent is ClCCl (dichloromethane). Procedure details: 2,3-Dimethoxy-5-methyl-6-(10-trityloxydecyl)-hydroquinone (80.4 g) was dissolved in dichloromethane (250 ml). tert-Butylchlorodiphenylsilane (26 ml) and imidazole (6.8 g) were added, and the mixture was stirred at 40° C. for 21 hours. The reaction mixture was washed with water, dried over anhydrous magnesium sulfate and concentrated. The residue was subjected to column chromatography on silica gel and eluted with hexane/ethyl acetate (9:1) to obtain the desired compound (40 g). Yields the product [Si](C1=CC=CC=C1)(C1=CC=CC=C1)(C(C)(C)C)OC1=C(C(=C(C(=C1C)CCCCCCCCCCOC(C1=CC=CC=C1)(C1=CC=CC=C1)C1=CC=CC=C1)O)OC)OC (4-tert-Butyldiphenylsilyloxy-2,3-dimethoxy-5-methyl-6-(10-trityloxydecyl)phenol). Reactants: C(C)(C)(C)[Si](C1=CC=CC=C1)(C1=CC=CC=C1)Cl (tert-Butylchlorodiphenylsilane), N1C=NC=C1 (imidazole), COC1=C(O)C(=C(C(=C1OC)O)C)CCCCCCCCCCOC(C1=CC=CC=C1)(C1=CC=CC=C1)C1=CC=CC=C1 (2,3-Dimethoxy-5-methyl-6-(10-trityloxydecyl)-hydroquinone). Reactants: CC(C)CCON=O, CC#N, Cl[Cu], Cl[Cu]Cl, Cl, COC(=O)COc1ncccc1Oc1cc(NC(C)=O)c(F)cc1N. Yields the product COC(=O)COc1ncccc1Oc1cc(NC(C)=O)c(F)cc1Cl. As a reaction SMILES: [CH3:1][CH:2]([CH2:3][CH2:4][O:5][N:6]=[O:7])[CH3:8].[CH3:35][C:36]#[N:37].[Cl:38][Cu:39].[Cl:40][Cu:41][Cl:42].[ClH:34].[NH2:9][c:10]1[cH:11][c:12]([F:33])[c:13]([NH:29][C:30]([CH3:31])=[O:32])[cH:14][c:15]1[O:16][c:17]1[c:18]([O:23][CH2:24][C:25](=[O:26])[O:27][CH3:28])[n:19][cH:20][cH:21][cH:22]1>>[c:10]1([Cl:34])[cH:11][c:12]([F:33])[c:13]([NH:29][C:30]([CH3:31])=[O:32])[cH:14][c:15]1[O:16][c:17]1[c:18]([O:23][CH2:24][C:25](=[O:26])[O:27][CH3:28])[n:19][cH:20][cH:21][cH:22]1.